This data is from the Open Reaction Database (ORD), a public repository of structured organic reaction records. The task is: describe an organic reaction: reactants, conditions, products, and yield Starting materials: ClC=1C=C(C=CC1OCC1=CC(=CC=C1)Cl)NC=1C2=C(N=CN1)C=NC(=C2)F (N-(3-chloro-4-(3-chlorobenzyloxy)phenyl)-6-fluoropyrido[3,4-d]pyrimidin-4-amine), COC1=CC=C(CN)C=C1 (4-methoxybenzylamine). Solvent: CS(=O)C (DMSO). Conditions: temperature 71.5 celsius, time 91 hour. Product: ClC=1C=C(C=CC1OCC1=CC(=CC=C1)Cl)NC=1C2=C(N=CN1)C=NC(=C2)NCC2=CC=C(C=C2)OC (N4-(3-chloro-4-(3-chlorobenzyloxy)phenyl)-N6-(4-methoxybenzyl)prido[3,4-d]pyrimidine-4,6-diamine). Reaction SMILES: [Cl:1][C:2]1[CH:3]=[C:4]([NH:17][C:18]2[C:19]3[CH:27]=[C:26](F)[N:25]=[CH:24][C:20]=3[N:21]=[CH:22][N:23]=2)[CH:5]=[CH:6][C:7]=1[O:8][CH2:9][C:10]1[CH:15]=[CH:14][CH:13]=[C:12]([Cl:16])[CH:11]=1.[CH3:29][O:30][C:31]1[CH:38]=[CH:37][C:34]([CH2:35][NH2:36])=[CH:33][CH:32]=1>CS(C)=O>[Cl:1][C:2]1[CH:3]=[C:4]([NH:17][C:18]2[C:19]3[CH:27]=[C:26]([NH:36][CH2:35][C:34]4[CH:37]=[CH:38][C:31]([O:30][CH3:29])=[CH:32][CH:33]=4)[N:25]=[CH:24][C:20]=3[N:21]=[CH:22][N:23]=2)[CH:5]=[CH:6][C:7]=1[O:8][CH2:9][C:10]1[CH:15]=[CH:14][CH:13]=[C:12]([Cl:16])[CH:11]=1. Procedure details: A mixture of compound 201 (2.60 g, 6.27 mmol) and 4-methoxybenzylamine (8.24 mL, 62.7 mmol) in dry DMSO (15 mL) was stirred under a nitrogen atmosphere at 71-72° C. (bath temperature) for 91 h. It was partitioned in between ethyl acetate (500 mL) and water (300 mL). The ethyl acetate layer was separated and washed further with water (3×300 mL); dried (MgSO4) and evaporated to give a crude product of N4-(3-chloro-4-(3-chlorobenzyloxy)phenyl)-N6-(4-methoxybenzyl)prido[3,4-d]pyrimidine-4,6-diamine ...